Task: describe an organic reaction: reactants, conditions, products, and yield. Dataset: the Open Reaction Database (ORD), a public repository of structured organic reaction records Solvent: O1CCCC1 (tetrahydrofuran), CCCC(C)C (isohexane). Reactants: CC(C)(C)OC(NCC[C@H](C=1SC=CN1)OC1=C(C=CC(=C1)Cl)C#N)=O ([(3R)-3-(5-chloro-2-cyanophenoxy)-3-(2-thiazolyl)propyl]-carbamic acid 1,1-dimethylethyl ester), [H-].[Na+] (sodium hydride), C(C)(=O)OCC (ethyl acetate), IC (Iodomethane). Procedure details: To a solution of [(3R)-3-(5-chloro-2-cyanophenoxy)-3-(2-thiazolyl)propyl]-carbamic acid 1,1-dimethylethyl ester (200 mg, 0.51 mmol) in dry tetrahydrofuran (10 ml), was added sodium hydride (56 mg, 60% dispersion in oil, 1.41 mmol) and stirred at room temperature for 15 minutes. Iodomethane (1.325 g, 0.58 ml, 4.7 mmol) was added. The reaction was stirred at room temperature for 18 h, quenched with saturated ammonium chloride solution and partitioned between ethyl acetate and water. The combined e... As a reaction SMILES: [CH3:1][C:2]([O:5][C:6](=[O:26])[NH:7][CH2:8][CH2:9][C@@H:10]([O:16][C:17]1[CH:22]=[C:21]([Cl:23])[CH:20]=[CH:19][C:18]=1[C:24]#[N:25])[C:11]1[S:12][CH:13]=[CH:14][N:15]=1)([CH3:4])[CH3:3].[H-].[Na+].IC.[C:31](OCC)(=O)C>O1CCCC1.CCCC(C)C>[CH3:4][C:2]([O:5][C:6](=[O:26])[N:7]([CH2:8][CH2:9][C@@H:10]([O:16][C:17]1[CH:22]=[C:21]([Cl:23])[CH:20]=[CH:19][C:18]=1[C:24]#[N:25])[C:11]1[S:12][CH:13]=[CH:14][N:15]=1)[CH3:31])([CH3:1])[CH3:3] |f:1.2|. The yield is 98.0%. Run at time 15 minute. Yields the product CC(C)(C)OC(N(C)CC[C@H](C=1SC=CN1)OC1=C(C=CC(=C1)Cl)C#N)=O ([(3R)-3-(5-Chloro-2-cyanophenoxy)-3-(2-thiazolyl)propyl]methylcarbamic acid 1,1-dimethylethyl ester). Reactants: CC(=O)C=Cc1ccc(Br)cc1, Cc1ccccc1, O. The product is CC(O)C=Cc1ccc(Br)cc1. RXN SMILES: [Br:1][c:2]1[cH:3][cH:4][c:5]([CH:8]=[CH:9][C:10]([CH3:11])=[O:12])[cH:6][cH:7]1.[CH3:13][c:14]1[cH:15][cH:16][cH:17][cH:18][cH:19]1.[OH2:20]>>[Br:1][c:2]1[cH:3][cH:4][c:5]([CH:8]=[CH:9][CH:10]([CH3:11])[OH:12])[cH:6][cH:7]1. Yields the product [N+](=O)([O-])C=1C=C(C(=O)NC2=C(OC3=CC=C(C=C3)P(O)(O)=O)C=CC=C2)C=CC1 ({4-[2-(3-Nitrobenzoylamino)phenoxy]phenyl}phosphonic acid). The reactants are [N+](=O)([O-])C=1C=C(C(=O)NC2=C(OC=3C=C(C=CC3)P(O)(O)=O)C=CC=C2)C=CC1 ({3-[2-(3-Nitrobenzoylamino)phenoxyl]phenyl}phosphonic acid), crystals, [N+](=O)([O-])C=1C=C(C(=O)NC2=C(OC=3C=C(C=CC3)P(O)(O)=O)C=CC=C2)C=CC1 ({3-[2-(3-Nitrobenzoylamino)phenoxyl]phenyl}phosphonic acid), C(C)OP(OCC)(=O)C1=CC(=CC=C1)OC1=C(C=CC=C1)NC(C1=CC(=CC=C1)[N+](=O)[O-])=O ({3-[2-(3-nitrobenzoylamino)phenoxy]phenyl}phosphonic acid diethyl ester). Reported procedure: {3-[2-(3-Nitrobenzoylamino)phenoxyl]phenyl}phosphonic acid (Compound 145) from {3-[2-(3-nitrobenzoylamino)phenoxy]phenyl}phosphonic acid diethyl ester (110 mg, 0.234 mmol) (yield: 64 mg white crystals (66%)). Mp: 120.4-122.4° C. LC/MS: m/e 415 (M+1). RXN SMILES: [N+](C1C=C(C=CC=1)C(NC1C=CC=CC=1OC1C=C([P:19](=[O:22])([OH:21])[OH:20])C=CC=1)=O)([O-])=O.C(OP([C:38]1[CH:43]=[CH:42][CH:41]=[C:40]([O:44][C:45]2[CH:50]=[CH:49][CH:48]=[CH:47][C:46]=2[NH:51][C:52](=[O:62])[C:53]2[CH:58]=[CH:57][CH:56]=[C:55]([N+:59]([O-:61])=[O:60])[CH:54]=2)[CH:39]=1)(=O)OCC)C>>[N+:59]([C:55]1[CH:54]=[C:53]([CH:58]=[CH:57][CH:56]=1)[C:52]([NH:51][C:46]1[CH:47]=[CH:48][CH:49]=[CH:50][C:45]=1[O:44][C:40]1[CH:39]=[CH:38][C:43]([P:19](=[O:20])([OH:22])[OH:21])=[CH:42][CH:41]=1)=[O:62])([O-:61])=[O:60]. Reactants: CN1CCCC1=O, Cc1ccccc1, O=C(NCC(O)CNc1ccc(N2CCOCC2=O)cc1)c1ccc(Cl)s1. Yields the product O=C(NCC1CN(c2ccc(N3CCOCC3=O)cc2)C(=O)O1)c1ccc(Cl)s1. As a reaction SMILES: [CH3:28][N:29]1[C:30](=[O:34])[CH2:33][CH2:32][CH2:31]1.[CH3:35][c:36]1[cH:37][cH:38][cH:39][cH:40][cH:41]1.[OH:1][CH:2]([CH2:3][NH:4][C:5](=[O:6])[c:7]1[s:8][c:9]([Cl:12])[cH:10][cH:11]1)[CH2:13][NH:14][c:15]1[cH:16][cH:17][c:18]([N:21]2[C:22](=[O:27])[CH2:23][O:24][CH2:25][CH2:26]2)[cH:19][cH:20]1>>[O:1]1[CH:2]([CH2:3][NH:4][C:5](=[O:6])[c:7]2[s:8][c:9]([Cl:12])[cH:10][cH:11]2)[CH2:13][N:14]([c:15]2[cH:16][cH:17][c:18]([N:21]3[C:22](=[O:27])[CH2:23][O:24][CH2:25][CH2:26]3)[cH:19][cH:20]2)[C:30]1=[O:34]. The reactants are CN(C)CCOC1=CC=C(C=C1)/C(=C(/CCCl)\C2=CC=CC=C2)/C3=CC=CC=C3 (toremifene base), C(C(O)C)(=O)O (lactic acid). Run in CO (methanol). Yields the product CN(C)CCOC=1C=CC(=CC1)/C(=C(/CCCl)\C=2C=CC=CC2)/C=3C=CC=CC3.C(C(O)C)(=O)[O-] (Toremifene Lactate), CN(C)CCOC=1C=CC(=CC1)/C(=C(/CCCl)\C=2C=CC=CC2)/C=3C=CC=CC3 (toremifene). Reaction SMILES: [CH3:1][N:2]([CH2:4][CH2:5][O:6][C:7]1[CH:12]=[CH:11][C:10](/[C:13](/[C:24]2[CH:29]=[CH:28][CH:27]=[CH:26][CH:25]=2)=[C:14](\[C:18]2[CH:23]=[CH:22][CH:21]=[CH:20][CH:19]=2)/[CH2:15][CH2:16][Cl:17])=[CH:9][CH:8]=1)[CH3:3].[C:30]([OH:35])(=[O:34])[CH:31]([CH3:33])[OH:32]>CO>[CH3:1][N:2]([CH2:4][CH2:5][O:6][C:7]1[CH:8]=[CH:9][C:10](/[C:13](/[C:24]2[CH:29]=[CH:28][CH:27]=[CH:26][CH:25]=2)=[C:14](\[C:18]2[CH:19]=[CH:20][CH:21]=[CH:22][CH:23]=2)/[CH2:15][CH2:16][Cl:17])=[CH:11][CH:12]=1)[CH3:3].[C:30]([O-:35])(=[O:34])[CH:31]([CH3:33])[OH:32].[CH3:1][N:2]([CH2:4][CH2:5][O:6][C:7]1[CH:8]=[CH:9][C:10](/[C:13](/[C:24]2[CH:29]=[CH:28][CH:27]=[CH:26][CH:25]=2)=[C:14](\[C:18]2[CH:19]=[CH:20][CH:21]=[CH:22][CH:23]=2)/[CH2:15][CH2:16][Cl:17])=[CH:11][CH:12]=1)[CH3:3] |f:3.4|. Reported procedure: To a solution of toremifene base (1.00 g, 0.0025 moles) and methanol (20 ml) was slowly added lactic acid (223 μl, 0.0025 moles). The mixture was stirred for a while and evaporated to dryness. The lactate of toremifene was obtained as sticky white solid. 1H-NMR (d6-DMSO) d 7.38 (tt, 2H), 7.35-7.27 (m, 3H), 7.27-7.12 (m, 5H), 6.76 (d, 2H), 6.61 (d, 2H), 3.99 (q, 1H), 3.92 (t, 2H), 3.43 (t, 2H), 2.85 (t, 2H), 2.62 (t, 2H), 2.22 (s, 6H), 1.22 (d, 3H). The product is C(CCC)C=1N(C=C(N1)C1=CC=C(OCCCN(CC)CC)C=C1)C1=CC=C(C=C1)OC1=C(C=C(C=C1)Cl)Cl ([3-(4-{2-butyl-1-[4-(2,4-dichloro-phenoxy)-phenyl]-1H-imidazol-4-yl}-phenoxy)-propyl]-diethyl-amine). Procedure details: To a stirred solution of 4-(2,4-dichloro-phenoxy)aniline described above (1.2 eq., 5.2 mmol) in anhydrous DMF (20 mL) DIEA (3 eq. 15 mmol) was added, followed by slow addition of the 2-bromo-1-{4-[3-(diethylamino)propoxy]phenyl}ethanone described above (4.4 mmol), according to General Procedure R2. The reaction mixture was stirred under nitrogen at rt until completion, as indicated by TLC or HPLC. The reaction mixture was then diluted with cold H2O and the product was isolated in EtOAc. The comb... As a reaction SMILES: [Cl:1][C:2]1[CH:15]=[C:14]([Cl:16])[CH:13]=[CH:12][C:3]=1[O:4][C:5]1[CH:11]=[CH:10][C:8]([NH2:9])=[CH:7][CH:6]=1.C[N:18]([CH:20]=O)C.Br[CH2:23][C:24]([C:26]1[CH:31]=[CH:30][C:29]([O:32][CH2:33][CH2:34][CH2:35][N:36]([CH2:39][CH3:40])[CH2:37][CH3:38])=[CH:28][CH:27]=1)=O>O.CCOC(C)=O>[CH2:15]([C:20]1[N:9]([C:8]2[CH:7]=[CH:6][C:5]([O:4][C:3]3[CH:12]=[CH:13][C:14]([Cl:16])=[CH:15][C:2]=3[Cl:1])=[CH:11][CH:10]=2)[CH:23]=[C:24]([C:26]2[CH:31]=[CH:30][C:29]([O:32][CH2:33][CH2:34][CH2:35][N:36]([CH2:39][CH3:40])[CH2:37][CH3:38])=[CH:28][CH:27]=2)[N:18]=1)[CH2:2][CH2:3][CH3:12]. Starting materials: ClC1=C(OC2=CC=C(N)C=C2)C=CC(=C1)Cl (4-(2,4-dichloro-phenoxy)aniline), CN(C)C=O (DMF), BrCC(=O)C1=CC=C(C=C1)OCCCN(CC)CC (2-bromo-1-{4-[3-(diethylamino)propoxy]phenyl}ethanone). Run in O (H2O), CCOC(=O)C (EtOAc). The reactants are ClC1=CC=C2C(=C1)N(CC21CCN(CC1)C)C1=C(C=CC=C1)[N+](=O)[O-] (6-chloro-1'-methyl-1-(2-nitrophenyl)spiro[indoline-3,4'-piperidine]), N#CBr (cyanogen bromide), C([O-])([O-])=O.[K+].[K+] (potassium carbonate). The solvent is C(Cl)(Cl)Cl (chloroform). Conditions: time 6 hour. Yields the product ClC1=CC=C2C(=C1)N(CC21CCN(CC1)C#N)C1=C(C=CC=C1)[N+](=O)[O-] (6-chloro-1'-cyano-1-(2-nitrophenyl)spiro[indoline-3,4'-piperidine]). Reaction SMILES: [Cl:1][C:2]1[CH:7]=[C:6]2[N:8]([C:17]3[CH:22]=[CH:21][CH:20]=[CH:19][C:18]=3[N+:23]([O-:25])=[O:24])[CH2:9][C:10]3([CH2:15][CH2:14][N:13]([CH3:16])[CH2:12][CH2:11]3)[C:5]2=[CH:4][CH:3]=1.[N:26]#CBr.C(=O)([O-])[O-].[K+].[K+]>C(Cl)(Cl)Cl>[Cl:1][C:2]1[CH:7]=[C:6]2[N:8]([C:17]3[CH:22]=[CH:21][CH:20]=[CH:19][C:18]=3[N+:23]([O-:25])=[O:24])[CH2:9][C:10]3([CH2:15][CH2:14][N:13]([C:16]#[N:26])[CH2:12][CH2:11]3)[C:5]2=[CH:4][CH:3]=1 |f:2.3.4|. Procedure details: A mixture of 3.2 g of 6-chloro-1'-methyl-1-(2-nitrophenyl)spiro[indoline-3,4'-piperidine], Example 30, 2.0 g of cyanogen bromide and 6.0 g of potassium carbonate in 100 ml of chloroform is stirred at ambient temperature for 6 hours. Thereafter, the mixture is sequentially quenched with water, extracted with dilute sodium hydroxide and dried. The chloroform is removed under reduced pressure and the residue is passed through a silica gel column, ether eluant, providing an orange oil which crystall... Reactants: Intermediate 4, C(C1=CC=CC=C1)OC1=C(N=C2N(C1=O)CCC2(C)C)C(=O)OCC (ethyl 3-(benzyloxy)-8,8-dimethyl-4-oxo-4,6,7,8-tetrahydropyrrolo[1,2-a]pyrimidine-2-carboxylate), FC(C(=O)O)(F)F (trifluoroacetic acid). Solvent: C(Cl)Cl (CH2Cl2). Product: OC1=C(N=C2N(C1=O)CCC2(C)C)C(=O)OCC (Ethyl 3-hydroxy-8,8-dimethyl-4-oxo-4,6,7,8-tetrahydropyrrolo[1,2-a]pyrimidine-2-carboxylate). Isolated yield 89.7%. RXN SMILES: C([O:8][C:9]1[C:14](=[O:15])[N:13]2[CH2:16][CH2:17][C:18]([CH3:20])([CH3:19])[C:12]2=[N:11][C:10]=1[C:21]([O:23][CH2:24][CH3:25])=[O:22])C1C=CC=CC=1.FC(F)(F)C(O)=O>C(Cl)Cl>[OH:8][C:9]1[C:14](=[O:15])[N:13]2[CH2:16][CH2:17][C:18]([CH3:19])([CH3:20])[C:12]2=[N:11][C:10]=1[C:21]([O:23][CH2:24][CH3:25])=[O:22]. Procedure: Intermediate 4, ethyl 3-(benzyloxy)-8,8-dimethyl-4-oxo-4,6,7,8-tetrahydropyrrolo[1,2-a]pyrimidine-2-carboxylate, (650 mg, 1.9 mmol) was treated with 6 mL trifluoroacetic acid (16 hrs) then concentrated in vacuo. The remaining residue was dissolved in CH2Cl2 and washed with H2O. Concentration of the CH2Cl2 layer gave 430 mg of a solid (Yield=90%) which could be further purified by trituration with diethyl ether. 1H NMR (300 MHz, CDCl3) δ ppm: 10.81 (1 H, s) 4.45 (2 H, q, J=7.0 Hz) 3.97–4.12(2 H, ... Reactants: BrC1=C(N)C=CC=C1 (2-bromoaniline), CC1(CC=C(CC1)B(O)O)C (4,4-dimethyl-1-cyclohexen-1-yl boronic acid). The product is CC1(CC=C(CC1)C1=C(C=CC=C1)N)C (2-(4,4-Dimethyl-cyclohex-1-enyl)-phenylamine). RXN SMILES: Br[C:2]1[CH:8]=[CH:7][CH:6]=[CH:5][C:3]=1[NH2:4].[CH3:9][C:10]1([CH3:19])[CH2:15][CH2:14][C:13](B(O)O)=[CH:12][CH2:11]1>>[CH3:9][C:10]1([CH3:19])[CH2:15][CH2:14][C:13]([C:2]2[CH:8]=[CH:7][CH:6]=[CH:5][C:3]=2[NH2:4])=[CH:12][CH2:11]1. Procedure details: The title compound was prepared by Suzuki coupling of 2-bromoaniline and 4,4-dimethyl-1-cyclohexen-1-yl boronic acid according to the procedure in Example 44, step (b). Mass spectrum (ESI, m/z): Calcd. for C14H19N, 202.1 (M+H), found 202.1. Starting materials: COC(=O)C1C2C=3NC4=CC=CC=C4C3C(C1)CC2 (1,2,3,4-Tetrahydro-1,4-ethanocarbazole-2-carboxylic Acid Methyl Ester), C([O-])([O-])=O.[K+].[K+] (potassium carbonate), CO (methanol). Solvent: O (water), O (water). Reaction conditions: temperature 90 celsius, time 18 hour. The product is C12C(CC(C=3C4=CC=CC=C4NC13)CC2)C(=O)O (1,2,3,4-Tetrahydro-1,4-ethanocarbazole-2-carboxylic Acid). The yield is 99.5%. RXN SMILES: C[O:2][C:3]([CH:5]1[CH2:17][CH:16]2[CH2:18][CH2:19][CH:6]1[C:7]1[NH:8][C:9]3[C:14]([C:15]=12)=[CH:13][CH:12]=[CH:11][CH:10]=3)=[O:4].C(=O)([O-])[O-].[K+].[K+].CO>O>[CH:6]12[CH2:19][CH2:18][CH:16]([C:15]3[C:14]4[C:9]([NH:8][C:7]=31)=[CH:10][CH:11]=[CH:12][CH:13]=4)[CH2:17][CH:5]2[C:3]([OH:4])=[O:2] |f:1.2.3|. Procedure: A mixture of 1,2,3,4-tetrahydro-1,4-ethanocarbazole-2-carboxylic acid methyl ester (13.0 g, 0.05 mole, described in Example 1), potassium carbonate (7.0 g, 0.05 mole), methanol (160 ml) and water (40 ml) was refluxed for 4 hr (oil bath at 90° C.) and stirred at room temperature for 18 hr. The reaction mixture was poured into water (500 ml) and washed with diethyl ether (2×). The aqueous phase was acidified with hydrochloric acid IN (100 ml) and extracted with diethyl ether (3×). Organic layers w...